This data is from the Open Reaction Database (ORD), a public repository of structured organic reaction records. The task is: describe an organic reaction: reactants, conditions, products, and yield Reactants: OCC(C)(C)C=1C=C2CCN(C(C2=CC1)=O)CC1=CC=C(C=C1)OC (6-(2-Hydroxy-1,1-dimethyl-ethyl)-2-(4-methoxy-benzyl)-3,4-dihydro-2H-isoquinolin-1-one), BrC1=C(C=O)C(=CC=C1)Br (2,6-dibromobenzaldehyde), C([O-])([O-])=O.[Cs+].[Cs+] (Cesium Carbonate), O1CCOCC1 (dioxane). The reagents and catalysts are C=1C=CC(=CC1)/C=C/C(=O)/C=C/C2=CC=CC=C2.C=1C=CC(=CC1)/C=C/C(=O)/C=C/C2=CC=CC=C2.[Pd] (bis(dibenzylideneacetone)palladium), CC1(C2=C(C(=CC=C2)P(C3=CC=CC=C3)C4=CC=CC=C4)OC5=C(C=CC=C51)P(C6=CC=CC=C6)C7=CC=CC=C7)C (Xantphos). Reaction conditions: temperature 100 celsius. The product is BrC1=C(C=O)C(=CC=C1)N1C(C2=CC=C(C=C2CC1)C(COCCO)(C)C)=O (2-Bromo-6-{6-[2-(2-hydroxy-ethoxy)-1,1-dimethyl-ethyl]-1-oxo-3,4-dihydro-1H-isoquinolin-2-yl}-benzaldehyde). RXN SMILES: [OH:1][CH2:2][C:3]([C:6]1[CH:7]=[C:8]2[C:13](=[CH:14][CH:15]=1)[C:12](=[O:16])[N:11](CC1C=CC(OC)=CC=1)[CH2:10][CH2:9]2)([CH3:5])[CH3:4].Br[C:27]1[CH:34]=[CH:33][CH:32]=[C:31]([Br:35])[C:28]=1[CH:29]=[O:30].C(=O)([O-])[O-].[Cs+].[Cs+].[O:42]1CCO[CH2:44][CH2:43]1>C1C=CC(/C=C/C(/C=C/C2C=CC=CC=2)=O)=CC=1.C1C=CC(/C=C/C(/C=C/C2C=CC=CC=2)=O)=CC=1.[Pd].CC1(C)C2C(=C(P(C3C=CC=CC=3)C3C=CC=CC=3)C=CC=2)OC2C(P(C3C=CC=CC=3)C3C=CC=CC=3)=CC=CC1=2>[Br:35][C:31]1[CH:32]=[CH:33][CH:34]=[C:27]([N:11]2[CH2:10][CH2:9][C:8]3[C:13](=[CH:14][CH:15]=[C:6]([C:3]([CH3:4])([CH3:5])[CH2:2][O:1][CH2:44][CH2:43][OH:42])[CH:7]=3)[C:12]2=[O:16])[C:28]=1[CH:29]=[O:30] |f:2.3.4,6.7.8|. Procedure: Combined 0.131 g (0.5 mmol, 1 eq) 6-(2-Hydroxy-1,1-dimethyl-ethyl)-2-(4-methoxy-benzyl)-3,4-dihydro-2H-isoquinolin-1-one, 0.528 g 2,6-dibromobenzaldehyde (2 mmol, 4 eq), 6 mg Xantphos (0.01 mmol, 0.02 eq), 9 mg bis(dibenzylideneacetone)palladium (0.015 mmol, 0.03 eq), and 0.326 g Cesium Carbonate (1 mmol, 2.0 eq) in 5 ml dioxane, bubbled argon gas through the mixture for 1 minute, sealed the reaction vessel and heated at 100° C. for 13 hours, filtered through a sintered glass funnel while hot, c... The reactants are O=C1CCN(C2=CC=CC=C12)C(C1=CC=C(C=C1)NC(C1=CC(=CC(=C1)Cl)Cl)=O)=O (4-oxo-1-[4-(3,5-dichlorobenzoylamino)benzoyl]-1,2,3,4-tetrahydroquinoline), O1CCCC1 (tetrahyrdofuran), CO (methanol), [BH4-].[Na+] (sodium borohydride). The solvent is O (Water). Run at time 1 hour. Product: OC1CCN(C2=CC=CC=C12)C(C1=CC=C(C=C1)NC(C1=CC(=CC(=C1)Cl)Cl)=O)=O (4-hydroxy-1-[4-(3,5-dichlorobenzoylamino)benzoyl]-1,2,3,4-tetrahydroquinoline). Yield: 56.9%. As a reaction SMILES: [O:1]=[C:2]1[C:11]2[C:6](=[CH:7][CH:8]=[CH:9][CH:10]=2)[N:5]([C:12](=[O:30])[C:13]2[CH:18]=[CH:17][C:16]([NH:19][C:20](=[O:29])[C:21]3[CH:26]=[C:25]([Cl:27])[CH:24]=[C:23]([Cl:28])[CH:22]=3)=[CH:15][CH:14]=2)[CH2:4][CH2:3]1.O1CCCC1.CO.[BH4-].[Na+]>O>[OH:1][CH:2]1[C:11]2[C:6](=[CH:7][CH:8]=[CH:9][CH:10]=2)[N:5]([C:12](=[O:30])[C:13]2[CH:14]=[CH:15][C:16]([NH:19][C:20](=[O:29])[C:21]3[CH:26]=[C:25]([Cl:27])[CH:24]=[C:23]([Cl:28])[CH:22]=3)=[CH:17][CH:18]=2)[CH2:4][CH2:3]1 |f:3.4|. Reported procedure: To 4-oxo-1-[4-(3,5-dichlorobenzoylamino)benzoyl]-1,2,3,4-tetrahydroquinoline(0.7 g) are added tetrahyrdofuran (10 ml) and methanol (10 ml). To the mixture is added sodium borohydride (0.1 g) in portions and the mixture is stirred at room temperature for 1 hour. Water is added to the reaction mixture and the mixture is extracted with dichloromethane. The solvent is concentrated and the resulting residue is purified by silica gel column chromatography (eluent; dichloromethane→dichloromethane:metha... Starting materials: CCCCO, CCOC(=O)c1ccc(N)cc1, CC(C)O, Clc1nc(Cl)c2ncn(C3CCSC3)c2n1. Yields the product CCOC(=O)c1ccc(Nc2nc(Cl)nc3c2ncn3C2CCSC2)cc1. Reaction SMILES: [CH2:17]([OH:18])[CH2:19][CH2:20][CH3:21].[CH3:22][CH2:23][O:24][C:25](=[O:26])[c:27]1[cH:28][cH:29][c:30]([NH2:31])[cH:32][cH:33]1.[CH:34]([OH:35])([CH3:36])[CH3:37].[Cl:1][c:2]1[n:3][c:4]([Cl:16])[c:5]2[n:6][cH:7][n:8]([CH:11]3[CH2:12][S:13][CH2:14][CH2:15]3)[c:9]2[n:10]1>>[Cl:1][c:2]1[n:3][c:4]([NH:31][c:30]2[cH:29][cH:28][c:27]([C:25]([O:24][CH2:23][CH3:22])=[O:26])[cH:33][cH:32]2)[c:5]2[n:6][cH:7][n:8]([CH:11]3[CH2:12][S:13][CH2:14][CH2:15]3)[c:9]2[n:10]1. Reaction conditions: temperature 110 celsius, time 1.5 hour. The product is CNC1=C2C(=NC=C1C=O)NC=C2 (4-Methylamino-1H-pyrrolo[2,3-b]pyridine-5-carbaldehyde). Procedure details: A mixture of 4-chloro-1H-pyrrolo[2,3-b]pyridine-5-carbaldehyde and 4-chloro-1-triisopropylsilanyl-1H-pyrrolo[2,3-b]pyridine-5-carbaldehyde (2.0 g, from above step), methylamine (40% solution in water, 16 mL, 100 mmol) in methoxy-ethanol (4 mL) is heated at 110° C. in a sealed tube overnight. The reaction mixture is cooled to room temperature and concentrated. The residue is dissolved in HCl solution (1N, 20 mL) and heated at 50° C. After stirring for 1.5 hours at 50° C., the reaction mixture is ... RXN SMILES: Cl[C:2]1[C:7]([CH:8]=[O:9])=[CH:6][N:5]=[C:4]2[NH:10][CH:11]=[CH:12][C:3]=12.ClC1C(C=O)=C[N:17]=[C:16]2N([Si](C(C)C)(C(C)C)C(C)C)C=CC=12.CN>COC(O)C>[CH3:16][NH:17][C:2]1[C:7]([CH:8]=[O:9])=[CH:6][N:5]=[C:4]2[NH:10][CH:11]=[CH:12][C:3]=12. The solvent is COC(C)O (methoxy-ethanol). Starting materials: ClC1=C2C(=NC=C1C=O)NC=C2 (4-chloro-1H-pyrrolo[2,3-b]pyridine-5-carbaldehyde), ClC1=C2C(=NC=C1C=O)N(C=C2)[Si](C(C)C)(C(C)C)C(C)C (4-chloro-1-triisopropylsilanyl-1H-pyrrolo[2,3-b]pyridine-5-carbaldehyde), CN (methylamine).